Dataset: the Open Reaction Database (ORD), a public repository of structured organic reaction records. Task: describe an organic reaction: reactants, conditions, products, and yield The reactants are O1[C@H]2[C@@H]1C[C@@H]1CC[C@H]3[C@@H]4C[C@@H]([C@@H]([C@@]4(C)CC[C@@H]3[C@]1(C2)C)O)N2CCCC2 (2α,3α-epoxy-16β-(1-pyrrolidinyl)-5α-androstan-17β-ol), N1CCOCC1 (morpholine), C1(=CC=C(C=C1)S(=O)(=O)O)C (p-toluenesulphonic acid), C([O-])([O-])=O.[Na+].[Na+] (sodium carbonate). Conditions: temperature 105 celsius. The product is N1(CCOCC1)[C@@H]1[C@H](C[C@@H]2CC[C@H]3[C@@H]4C[C@@H]([C@@H]([C@@]4(C)CC[C@@H]3[C@]2(C1)C)O)N1CCCC1)O (2β-(4-morpholinyl)-16β-(1-pyrrolidinyl)-5α-androstan-3α,17β-diol). Reaction SMILES: [O:1]1[C@H:3]2[CH2:4][C@H:5]3[C@:18]([CH3:20])([CH2:19][C@@H:2]12)[C@@H:17]1[C@H:8]([C@H:9]2[C@@:13]([CH2:15][CH2:16]1)([CH3:14])[C@@H:12]([OH:21])[C@@H:11]([N:22]1[CH2:26][CH2:25][CH2:24][CH2:23]1)[CH2:10]2)[CH2:7][CH2:6]3.C1(C)C=CC(S(O)(=O)=O)=CC=1.C(=O)([O-])[O-].[Na+].[Na+].[NH:44]1[CH2:49][CH2:48][O:47][CH2:46][CH2:45]1>>[N:44]1([C@H:2]2[CH2:19][C@@:18]3([CH3:20])[C@@H:5]([CH2:6][CH2:7][C@@H:8]4[C@@H:17]3[CH2:16][CH2:15][C@@:13]3([CH3:14])[C@H:9]4[CH2:10][C@H:11]([N:22]4[CH2:26][CH2:25][CH2:24][CH2:23]4)[C@@H:12]3[OH:21])[CH2:4][C@@H:3]2[OH:1])[CH2:49][CH2:48][O:47][CH2:46][CH2:45]1 |f:2.3.4|. Procedure: A suspension of 2α,3α-epoxy-16β-(1-pyrrolidinyl)-5α-androstan-17β-ol (1.80 Kg, 5.006 mol) in a mixture of morpholine (11.44 L) and purified water (1.144 L) was prepared at 20-24° C. and under N2 atmosphere. To the suspension was added p-toluenesulphonic acid (1.24 Kg, 6.508 mol) at 20-24° C. and under N2 atmosphere. The suspension was stirred in the darkness and heated to reflux (100-110° C.) for 40 h. After 40 h the reaction mixture was cooled to 20-24° C., and poured into a second vessel maint... The reactants are O (water), C(=O)C1=CC=C(S1)C=1SC=CC1 (5-formyl-2,2'-bithiophene), CC(=O)C (acetone), [OH-].[K+] (KOH). Solvent: C(C)O (ethanol). Run at temperature 16 celsius. Yields the product O=C(C=CC1=CC=C(S1)C=1SC=CC1)C (5-(3-oxo-1-butenyl)-2,2'-bithiophene). Reaction SMILES: [CH:1]([C:3]1[S:7][C:6]([C:8]2[S:9][CH:10]=[CH:11][CH:12]=2)=[CH:5][CH:4]=1)=O.[CH3:13][C:14]([CH3:16])=[O:15].[OH-].[K+].O>C(O)C>[O:15]=[C:14]([CH3:16])[CH:13]=[CH:1][C:3]1[S:7][C:6]([C:8]2[S:9][CH:10]=[CH:11][CH:12]=2)=[CH:5][CH:4]=1 |f:2.3|. Procedure: 3.39 g of 5-formyl-2,2'-bithiophene and 2 ml of acetone was dissolved in 50 ml of ethanol. The temperature of the reaction solution was controlled at 12° C. and diluted KOH solution was dropped in. After the temperature of the mixture raised to 16° C. and the color thereof changed from dark yellow to orange red. After completion of the reaction in refrigerator for overnight, the reaction mixture was decomposed with water. The solid collected was recrystallized from alcohol. A yellowish crystal (... Starting materials: OCCCO, N#Cc1ccc(F)cc1Cl, [Na], O. Yields the product N#Cc1ccc(OCCCO)cc1Cl. RXN SMILES: [CH2:1]([CH2:2][CH2:3][OH:4])[OH:5].[Cl:7][c:8]1[c:9]([C:10]#[N:11])[cH:12][cH:13][c:14]([F:16])[cH:15]1.[Na:6].[OH2:17]>>[CH2:1]([CH2:2][CH2:3][O:4][c:14]1[cH:13][cH:12][c:9]([C:10]#[N:11])[c:8]([Cl:7])[cH:15]1)[OH:5]. The reactants are O=[O+][O-] (Ozone), O=[O+][O-] (ozone), C(C=C)[C@@H]1C[C@@H](OC2(O1)CCCCC2)CC#N ((±)-cis-4-(2-propenyl)-1,5-dioxaspiro[5.5]undecane-2-acetonitrile). The solvent is ClCCl (dichloromethane). Product: O=CC[C@@H]1C[C@@H](OC2(O1)CCCCC2)CC#N ((±)-cis-4-(2-oxoethyl)-1,5-dioxaspiro[5.5]undecane-2-acetonitrile). RXN SMILES: [CH2:1]([C@H:4]1[O:9][C:8]2([CH2:14][CH2:13][CH2:12][CH2:11][CH2:10]2)[O:7][C@@H:6]([CH2:15][C:16]#[N:17])[CH2:5]1)[CH:2]=C.[O:18]=[O+][O-]>ClCCl>[O:18]=[CH:2][CH2:1][C@H:4]1[O:9][C:8]2([CH2:14][CH2:13][CH2:12][CH2:11][CH2:10]2)[O:7][C@@H:6]([CH2:15][C:16]#[N:17])[CH2:5]1. Procedure details: A solution of (±)-cis-4-(2-propenyl)-1,5-dioxaspiro[5.5]undecane-2-acetonitrile 4.26 g (19.42 mmol), in 100 mL of dichloromethane is cooled to -78° C. under nitrogen. Ozone (Welsbach generator, flow rate 0.1, voltage=90 V) is then passed through a fritted gas inlet tube into the solution until the blue color of ozone appears. The current is turned off, and oxygen bubbled through until the blue color is discharged. Triphenylphosphine, 5.6 g (21.36 mmol), is added and the colorless solution is all... The reactants are COC(C1=CN=C(C(=C1)C#C[Si](C)(C)C)N)=O (6-amino-5-trimethylsilanylethynyl-nicotinic acid methyl ester), N1=CC=CC=C1 (pyridine), C(C)(=O)Cl (acetyl chloride). Run in ClCCl (dichloromethane). Reaction conditions: temperature 25 celsius, time 12 hour. Product: COC(C1=CN=C(C(=C1)C#C[Si](C)(C)C)NC(C)=O)=O (6-acetylamino-5-trimethylsilanylethynyl nicotinic acid methyl ester). As a reaction SMILES: [CH3:1][O:2][C:3](=[O:17])[C:4]1[CH:9]=[C:8]([C:10]#[C:11][Si:12]([CH3:15])([CH3:14])[CH3:13])[C:7]([NH2:16])=[N:6][CH:5]=1.N1C=CC=CC=1.[C:24](Cl)(=[O:26])[CH3:25]>ClCCl>[CH3:1][O:2][C:3](=[O:17])[C:4]1[CH:9]=[C:8]([C:10]#[C:11][Si:12]([CH3:15])([CH3:14])[CH3:13])[C:7]([NH:16][C:24](=[O:26])[CH3:25])=[N:6][CH:5]=1. Reported procedure: To a solution of 6-amino-5-trimethylsilanylethynyl-nicotinic acid methyl ester (6.05 g, 24.4 mmol) and pyridine (4 mL, 49.4 mmol) in dichloromethane (80 mL) was added acetyl chloride (2.6 mL, 35.6 mmol) at 0° C. The mixture was allowed to warm up to 25° C. and stirred for 12 h. The reaction mixture was extracted with ethyl acetate, washed with brine and dried over sodium sulfate. The solvent was evaporated in vacuo to afford 6-acetylamino-5-trimethylsilanylethynyl nicotinic acid methyl ester whi... The reactants are N(C(=N)N)C1=CC=C(C(=O)O)C=C1 (p-guanidinobenzoic acid), S(=O)(Cl)Cl (thionyl chloride). The product is N(C(=N)N)C1=CC=C(C(=O)Cl)C=C1 (p-guanidinobenzoic acid chloride). RXN SMILES: [NH:1]([C:5]1[CH:13]=[CH:12][C:8]([C:9](O)=[O:10])=[CH:7][CH:6]=1)[C:2]([NH2:4])=[NH:3].S(Cl)([Cl:16])=O>>[NH:1]([C:5]1[CH:13]=[CH:12][C:8]([C:9]([Cl:16])=[O:10])=[CH:7][CH:6]=1)[C:2]([NH2:4])=[NH:3]. Reported procedure: The antineoplastic drug shown as Compound 1 may be synthesized as follows: p-guanidinobenzoic acid is refluxed with thionyl chloride to yield the corresponding p-guanidinobenzoic acid chloride. This is then reacted with ethyl p-hydroxybenzoylacetate in the presence of a catalyst such as dimethylaminopyridine (DMAP) to yield Compound 2 of the following structure: ##STR12## Starting materials: [N+](=O)([O-])C1=C(C=CC2=CC=CC=C12)C=O (1-nitro-2-naphthaldehyde), BrC1=CC(=CC=C1)I (1-bromo-3-iodobenzene), example 1 ( 1 ). Yields the product BrC=1C=C(C=CC1)C(O)C1=C(C2=CC=CC=C2C=C1)[N+](=O)[O-] ((3-Bromophenyl)(1-nitronaphthalen-2-yl)methanol). RXN SMILES: [N+:1]([C:4]1[C:13]2[C:8](=[CH:9][CH:10]=[CH:11][CH:12]=2)[CH:7]=[CH:6][C:5]=1[CH:14]=[O:15])([O-:3])=[O:2].[Br:16][C:17]1[CH:22]=[CH:21][CH:20]=[C:19](I)[CH:18]=1>>[Br:16][C:17]1[CH:18]=[C:19]([CH:14]([C:5]2[CH:6]=[CH:7][C:8]3[C:13](=[CH:12][CH:11]=[CH:10][CH:9]=3)[C:4]=2[N+:1]([O-:3])=[O:2])[OH:15])[CH:20]=[CH:21][CH:22]=1. Procedure: The titled compound was prepared from 1-nitro-2-naphthaldehyde and 1-bromo-3-iodobenzene in a procedure similar to that of example 1 (1). Reactants: CCCCC#CCCBr, CC(=O)O, CN1CCCC1c1cccnc1. Yields the product [Br-], CCCCC#CCC[n+]1cccc(C2CCCN2C)c1. As a reaction SMILES: [Br:13][CH2:14][CH2:15][C:16]#[C:17][CH2:18][CH2:19][CH2:20][CH3:21].[C:22]([OH:23])(=[O:24])[CH3:25].[CH:1]1([c:7]2[cH:8][cH:9][cH:10][n:11][cH:12]2)[CH2:2][CH2:3][CH2:4][N:5]1[CH3:6]>>[Br-:13].[CH:1]1([c:7]2[cH:8][cH:9][cH:10][n+:11]([CH2:14][CH2:15][C:16]#[C:17][CH2:18][CH2:19][CH2:20][CH3:21])[cH:12]2)[CH2:2][CH2:3][CH2:4][N:5]1[CH3:6]. The reactants are ClC1=C2N=CN(C2=NC=N1)[C@@H]1O[C@@H]([C@@H]2OC(O[C@@H]12)(C)C)CSC1=C(C=CC=C1)F (1-{[(2S,1R,4R,5R)-4-(6-chloropurin-9-yl)-7,7-dimethyl-3,6,8-trioxabicyclo[3.3.0]oct-2-yl]methylthio}-2-fluorobenzene), ( 3 ), C1(CCCC1)N (cyclopentylamine). Solvent: C(C)O (ethanol), C(C)N(CC)CC (triethylamine). Product: FC1=C(C=CC=C1)SC[C@H]1O[C@H]([C@@H]2OC(O[C@@H]12)(C)C)N1C2=NC=NC(=C2N=C1)NC1CCCC1 ((9-{(4S,1R,2R,5R)-4-[(2-fluorophenylthio)methyl]-7,7-dimethyl-3,6,8-trioxabicyclo[3.3.0]oct-2-yl}purin-6-yl)cyclopentylamine). Reaction SMILES: Cl[C:2]1[N:10]=[CH:9][N:8]=[C:7]2[C:3]=1[N:4]=[CH:5][N:6]2[C@H:11]1[C@H:18]2[C@@H:14]([O:15][C:16]([CH3:20])([CH3:19])[O:17]2)[C@@H:13]([CH2:21][S:22][C:23]2[CH:28]=[CH:27][CH:26]=[CH:25][C:24]=2[F:29])[O:12]1.[CH:30]1([NH2:35])[CH2:34][CH2:33][CH2:32][CH2:31]1>C(O)C.C(N(CC)CC)C>[F:29][C:24]1[CH:25]=[CH:26][CH:27]=[CH:28][C:23]=1[S:22][CH2:21][C@@H:13]1[C@H:14]2[C@@H:18]([O:17][C:16]([CH3:20])([CH3:19])[O:15]2)[C@H:11]([N:6]2[CH:5]=[N:4][C:3]3[C:7]2=[N:8][CH:9]=[N:10][C:2]=3[NH:35][CH:30]2[CH2:34][CH2:33][CH2:32][CH2:31]2)[O:12]1. Reported procedure: To a solution of 1-{[(2S,1R,4R,5R)-4-(6-chloropurin-9-yl)-7,7-dimethyl-3,6,8-trioxabicyclo[3.3.0]oct-2-yl]methylthio}-2-fluorobenzene, a compound of formula (3), (0.125 g, 2.86 mmoles) in 10 mL of ethanol and 1 mL of triethylamine was added cyclopentylamine in excess, and the mixture refluxed under nitrogen for 24 hours. The solvent was removed under reduced pressure, and the residue was purified by preparative TLC using 1:1 EtOAc:Hexanes to give (9-{(4S,1R,2R,5R)-4-[(2-fluorophenylthio)methyl]-...